From a dataset of the Open Reaction Database (ORD), a public repository of structured organic reaction records. describe an organic reaction: reactants, conditions, products, and yield The reactants are CC(C)(C)OC(=O)N1CCOCC1COC(=O)N1CCN(c2ccc(F)cc2F)CC1, ClCCl, O=C(O)C(F)(F)F. Product: O=C(OCC1COCCN1)N1CCN(c2ccc(F)cc2F)CC1. RXN SMILES: [C:1]([O:2][C:3](=[O:4])[N:8]1[CH:9]([CH2:14][O:15][C:16](=[O:17])[N:18]2[CH2:19][CH2:20][N:21]([c:24]3[c:25]([F:31])[cH:26][c:27]([F:30])[cH:28][cH:29]3)[CH2:22][CH2:23]2)[CH2:10][O:11][CH2:12][CH2:13]1)([CH3:5])([CH3:6])[CH3:7].[Cl:39][CH2:40][Cl:41].[F:32][C:33]([F:34])([F:35])[C:36]([OH:37])=[O:38]>>[NH:8]1[CH:9]([CH2:14][O:15][C:16](=[O:17])[N:18]2[CH2:19][CH2:20][N:21]([c:24]3[c:25]([F:31])[cH:26][c:27]([F:30])[cH:28][cH:29]3)[CH2:22][CH2:23]2)[CH2:10][O:11][CH2:12][CH2:13]1. Reactants: ClC=1C=C2C=3C=CN=CC3NC2=C(C1)N (6-chloro-9H-β-carboline-8-ylamine), CN1C(COC(C1)(C)C)C(=O)O (4,6,6-trimethyl-morpholine-3-carboxylic acid), C(C)(=O)[O-].[NH4+] (ammonium acetate). Yields the product ClC=1C=C2C=3C=CN=CC3NC2=C(C1)NC(=O)C1N(CC(OC1)(C)C)C (4,6,6-trimethyl-morpholine-3-carboxylic acid (6-chloro-9H-β-carbolin-8-yl)-amide). The yield is 61.0%. Reaction SMILES: [Cl:1][C:2]1[CH:3]=[C:4]2[C:12](=[C:13]([NH2:15])[CH:14]=1)[NH:11][C:10]1[CH:9]=[N:8][CH:7]=[CH:6][C:5]2=1.[CH3:16][N:17]1[CH2:22][C:21]([CH3:24])([CH3:23])[O:20][CH2:19][CH:18]1[C:25](O)=[O:26].C([O-])(=O)C.[NH4+]>>[Cl:1][C:2]1[CH:3]=[C:4]2[C:12](=[C:13]([NH:15][C:25]([CH:18]3[CH2:19][O:20][C:21]([CH3:23])([CH3:24])[CH2:22][N:17]3[CH3:16])=[O:26])[CH:14]=1)[NH:11][C:10]1[CH:9]=[N:8][CH:7]=[CH:6][C:5]2=1 |f:2.3|. Procedure details: The desired compound was prepared according to Method B from 6-chloro-9H-β-carboline-8-ylamine and 4,6,6-trimethyl-morpholine-3-carboxylic acid in 61% yield. 1H-NMR (DMSO-d6, 300 MHz) δ 1.15 (s, 3H), 1.39 (s, 3H), 1.98 (d, 1H), 2.26 (s, 3H), 2.72 (d, 1H), 2.80 (dd, 1H), 3.79(m, 2H), 7.91 (s, 1H), 8.03-8.08 (m, 2H), 8.22 (d, 1H), 8.97 (s, 1H). Retention Time (LC, method: ammonium acetate standard): 1.33 min. MS (M+H+): 373.2. The reactants are O=C([O-])[O-], CCNCC, CC(=O)O, CO, CSc1cc(=O)c2cc(Cl)sc2s1, Cl, [K+], [K+], O. Yields the product CSc1sc2sc(Cl)cc2c(=O)c1CO. Reaction SMILES: [C:24](=[O:25])([O-:26])[O-:27].[CH2:15]([NH:16][CH2:17][CH3:18])[CH3:19].[CH3:20][C:21]([OH:22])=[O:23].[CH3:31][OH:32].[Cl:1][c:2]1[cH:3][c:4]2[c:5]([s:6][c:7]([S:11][CH3:12])[cH:8][c:9]2=[O:10])[s:13]1.[ClH:14].[K+:28].[K+:29].[OH2:30]>>[Cl:1][c:2]1[cH:3][c:4]2[c:5]([s:6][c:7]([S:11][CH3:12])[c:8]([CH2:21][OH:22])[c:9]2=[O:10])[s:13]1. Reactants: C(C1=CC=CC=C1)OC1=CC=C(C=O)C=C1 (4-Benzyloxybenzaldehyde), C(CC(=O)C)(=O)OCC (ethyl acetoacetate), N1CCCCC1 (piperidine), C[O-].[Na+] (sodium methoxide), C(C)O (ethanol). Yields the product C(C1=CC=CC=C1)OC1=CC=C(C=C1)C(CC(=O)O)CC(=O)O (3-(4-Benzyloxyphenyl) glutaric acid). As a reaction SMILES: [CH2:1]([O:8][C:9]1[CH:16]=[CH:15][C:12]([CH:13]=O)=[CH:11][CH:10]=1)[C:2]1[CH:7]=[CH:6][CH:5]=[CH:4][CH:3]=1.[C:17]([O:23]CC)(=[O:22])[CH2:18]C(C)=O.N1CCCCC1.C[O-:33].[Na+].[CH2:35]([OH:37])[CH3:36]>>[CH2:1]([O:8][C:9]1[CH:16]=[CH:15][C:12]([CH:13]([CH2:18][C:17]([OH:23])=[O:22])[CH2:36][C:35]([OH:33])=[O:37])=[CH:11][CH:10]=1)[C:2]1[CH:7]=[CH:6][CH:5]=[CH:4][CH:3]=1 |f:3.4|. Procedure: 4-Benzyloxybenzaldehyde (50.0 g, Aldrich), ethyl acetoacetate (61.31 g, Aldrich), and piperidine (4.01 lg) were reacted together overnight. The resulting mixture was refluxed for 3-4 hours with ethanol (400 ml) and sodium methoxide (63.63 g). Starting materials: NC1=CC(=C(C(=O)O)C=C1)[N+](=O)[O-] (4-amino-2-nitrobenzoic acid), C1(CC1)C(=O)Cl (cyclopropanecarboxylic acid chloride), [OH-].[Na+] (sodium hydroxide), [OH-].[Na+] (NaOH). The solvent is C1CCOC1 (THF), O (water), C1CCOC1 (THF). Yields the product C1(CC1)C(=O)NC1=CC(=C(C(=O)O)C=C1)[N+](=O)[O-] (4-Cyclopropanecarbonylamino-2-nitrobenzoic acid). As a reaction SMILES: [NH2:1][C:2]1[CH:10]=[CH:9][C:5]([C:6]([OH:8])=[O:7])=[C:4]([N+:11]([O-:13])=[O:12])[CH:3]=1.[OH-].[Na+].[CH:16]1([C:19](Cl)=[O:20])[CH2:18][CH2:17]1>C1COCC1.O>[CH:16]1([C:19]([NH:1][C:2]2[CH:10]=[CH:9][C:5]([C:6]([OH:8])=[O:7])=[C:4]([N+:11]([O-:13])=[O:12])[CH:3]=2)=[O:20])[CH2:18][CH2:17]1 |f:1.2|. Reported procedure: 6 g (0.033 mol) of 4-amino-2-nitrobenzoic acid were dissolved in a mixture (100 ml) of THF and water (1:1). The solution was adjusted to pH 8.5 with 2 N NaOH and reacted at room temperature with 3.78 g (0.0363 mol) of cyclopropanecarboxylic acid chloride in 25 ml of THF. The pH value of the reaction solution was kept at 8.0 - 8.5 to the end by further addition of 2 N sodium hydroxide solution. After a reaction time of 3.5 hours, the solvent was next distilled off. The residue was diluted with wa... Reactants: CS(C)=O, ClCc1ccc(Cl)cc1, [Na+], [OH-], O, c1ccc2[nH]ccc2c1. Product: Clc1ccc(Cn2ccc3ccccc32)cc1. As a reaction SMILES: [CH3:22][S:23]([CH3:24])=[O:25].[Cl:12][c:13]1[cH:14][cH:15][c:16]([CH2:17][Cl:18])[cH:19][cH:20]1.[Na+:11].[OH-:10].[OH2:21].[nH:1]1[cH:2][cH:3][c:4]2[cH:5][cH:6][cH:7][cH:8][c:9]12>>[n:1]1([CH2:17][c:16]2[cH:15][cH:14][c:13]([Cl:12])[cH:20][cH:19]2)[cH:2][cH:3][c:4]2[cH:5][cH:6][cH:7][cH:8][c:9]12. The reactants are N1=CC=CC=C1 (pyridine), CC=1SC=C(N1)C(=O)O (2-methyl-1,3-thiazole-4-carboxylic acid), crude material, Cl (HCl), FC1=NN(C=2C=C(C=C(C12)N)C1=C2C=CN(C2=CC(=C1)F)S(=O)(=O)C1=CC=C(C=C1)[N+](=O)[O-])S(=O)(=O)C1=CC=CC=C1 (3-fluoro-6-{6-fluoro-1-[(4-nitrophenyl)sulfonyl]-1H-indol-4-yl}-1-(phenylsulfonyl)-1H-indazol-4-amine), CC=1SC=C(N1)C(=O)O (2-methyl-1,3-thiazole-4-carboxylic acid), ClC(=C(C)C)N(C)C ((1-chloro-2-methyl-1-propen-1-yl)dimethylamine), CC=1SC=C(N1)C(=O)O (2-Methyl-1,3-thiazole-4-carboxylic acid), ClC(=C(C)C)N(C)C ((1-chloro-2-methyl-1-propen-1-yl)dimethylamine), N1=CC=CC=C1 (pyridine), N1=CC=CC=C1 (pyridine), [OH-].[Na+] (NaOH), [OH-].[Na+] (NaOH), ClC(=C(C)C)N(C)C ((1-chloro-2-methyl-1-propen-1-yl)dimethylamine). The solvent is C(C)(C)O (isopropanol), C1CCOC1 (THF), CS(=O)C (DMSO), C1CCOC1 (THF), C1CCOC1 (THF), C1CCOC1 (THF). Reaction conditions: temperature 80 celsius, time 30 minute. The product is FC1=NNC2=CC(=CC(=C12)NC(=O)C=1N=C(SC1)C)C1=C2C=CNC2=CC(=C1)F (N-[3-Fluoro-6-(6-fluoro-1H-indol-4-yl)-1H-indazol-4-yl]-2-methyl-1,3-thiazole-4-carboxamide). RXN SMILES: [CH3:1][C:2]1[S:3][CH:4]=[C:5]([C:7]([OH:9])=O)[N:6]=1.ClC(N(C)C)=C(C)C.[F:18][C:19]1[C:27]2[C:26]([NH2:28])=[CH:25][C:24]([C:29]3[CH:37]=[C:36]([F:38])[CH:35]=[C:34]4[C:30]=3[CH:31]=[CH:32][N:33]4S(C3C=CC([N+]([O-])=O)=CC=3)(=O)=O)=[CH:23][C:22]=2[N:21](S(C2C=CC=CC=2)(=O)=O)[N:20]=1.N1C=CC=CC=1.[OH-].[Na+].Cl>C1COCC1.C(O)(C)C.CS(C)=O>[F:18][C:19]1[C:27]2[C:22](=[CH:23][C:24]([C:29]3[CH:37]=[C:36]([F:38])[CH:35]=[C:34]4[C:30]=3[CH:31]=[CH:32][NH:33]4)=[CH:25][C:26]=2[NH:28][C:7]([C:5]2[N:6]=[C:2]([CH3:1])[S:3][CH:4]=2)=[O:9])[NH:21][N:20]=1 |f:4.5|. Reported procedure: 2-Methyl-1,3-thiazole-4-carboxylic acid was dissolved in THF (0.2 ml) and (1-chloro-2-methyl-1-propen-1-yl)dimethylamine (0.013 ml, 0.1 mmol) was added. The mixture was shaken, then left to stand for 30 mins. 3-fluoro-6-{6-fluoro-1-[(4-nitrophenyl)sulfonyl]-1H-indol-4-yl}-1-(phenylsulfonyl)-1H-indazol-4-amine (0.1 mmol) was dissolved in THF (0.4 ml) and added to the reaction mixture, followed by pyridine (0.016 ml, 0.2 mmol). The reaction mixture was shaken and then left to stand for 1 hour. A f...